Dataset: the Open Reaction Database (ORD), a public repository of structured organic reaction records. Task: describe an organic reaction: reactants, conditions, products, and yield Starting materials: [H-].[Al+3].[Li+].[H-].[H-].[H-] (Lithium aluminum hydride), COCN1C(=CC(=C1)C1=CC=CC=C1)C(=O)OC (methyl 1-(methoxymethyl)-4-phenyl-pyrrole-2-carboxylate). Solvent: O1CCCC1 (tetrahydrofuran). Run at time 12 hour. Yields the product COCN1C(=CC(=C1)C1=CC=CC=C1)CO ([1-(methoxymethyl)-4-phenyl-pyrrol-2-yl]methanol). Yield: 90.2%. RXN SMILES: [H-].[Al+3].[Li+].[H-].[H-].[H-].[CH3:7][O:8][CH2:9][N:10]1[CH:14]=[C:13]([C:15]2[CH:20]=[CH:19][CH:18]=[CH:17][CH:16]=2)[CH:12]=[C:11]1[C:21](OC)=[O:22]>O1CCCC1>[CH3:7][O:8][CH2:9][N:10]1[CH:14]=[C:13]([C:15]2[CH:16]=[CH:17][CH:18]=[CH:19][CH:20]=2)[CH:12]=[C:11]1[CH2:21][OH:22] |f:0.1.2.3.4.5|. Procedure details: Lithium aluminum hydride (113 mg, 3.06 mmol) was added portionwise to a stirred solution of methyl 1-(methoxymethyl)-4-phenyl-pyrrole-2-carboxylate (500 mg, 2.04 mmol) in tetrahydrofuran (10 mL) over a period of 15 min at 0° C. The resulting mixture stirred for 12 h and then quenched with ice and the mixture extracted with ethyl acetate. The combined organic layers were washed with brine, dried over anhydrous sodium sulfate and concentrated in vacuo to yield [1-(methoxymethyl)-4-phenyl-pyrrol-2-...